Dataset: the Open Reaction Database (ORD), a public repository of structured organic reaction records. Task: describe an organic reaction: reactants, conditions, products, and yield Starting materials: CC=1C=C(C=C(C1)C)O (3,5-dimethylphenol), [H-].[Na+] (sodium hydride), ClC=1N=NC(=CC1)N1C=NC=C1 (3-chloro-6-(1H-imidazol-1-yl)pyridazine). Run in CN(C=O)C (N,N-dimethylformamide), CN(C=O)C (N,N-dimethylformamide). Reaction conditions: time 15 minute. Product: CC=1C=C(OC=2N=NC(=CC2)N2C=NC=C2)C=C(C1)C (3-(3,5-dimethylphenoxy)-6-(1H-imidazol-1-yl)pyridazine). RXN SMILES: [CH3:1][C:2]1[CH:3]=[C:4]([OH:9])[CH:5]=[C:6]([CH3:8])[CH:7]=1.[H-].[Na+].Cl[C:13]1[N:14]=[N:15][C:16]([N:19]2[CH:23]=[CH:22][N:21]=[CH:20]2)=[CH:17][CH:18]=1>CN(C)C=O>[CH3:1][C:2]1[CH:3]=[C:4]([CH:5]=[C:6]([CH3:8])[CH:7]=1)[O:9][C:13]1[N:14]=[N:15][C:16]([N:19]2[CH:23]=[CH:22][N:21]=[CH:20]2)=[CH:17][CH:18]=1 |f:1.2|. Procedure: A mixture of 3 parts of 3,5-dimethylphenol, 1.25 parts of sodium hydride dispersion 50% and 25 parts of N,N-dimethylformamide was stirred for 15 minutes. Then there was added a solution of 4.5 parts of 3-chloro-6-(1H-imidazol-1-yl)pyridazine in 25 parts of N,N-dimethylformamide and the whole was stirred over weekend at 50° C. The reaction mixture was poured onto water and the product was extracted with trichloromethane. The extract was dried, filtered and evaporated. The residue was crystallized... Reactants: ClC1=C(C(=CC=C1F)Cl)[C@@H](C)OC=1C2=C(C=NC1N)C(=CO2)C=2CCNCC2 (7-[(R)-1-(2,6-dichloro-3-fluorophenyl)-ethoxy]-3-(1,2,3,6-tetrahydropyridin-4-yl)-furo[3,2-c]pyridin-6-ylamine), C[Si](C)(C)N=C=O (trimethylsilyl isocyanate), CN(C)C=O (DMF), CCN(C(C)C)C(C)C (DIPEA). Conditions: time 3 hour. Yields the product NC1=C(C2=C(C=N1)C(=CO2)C=2CCN(CC2)C(=O)N)O[C@H](C)C2=C(C(=CC=C2Cl)F)Cl (4-{6-Amino-7-[(R)-1-(2,6-dichloro-3-fluorophenyl)ethoxy]-furo[3,2-c]pyridin-3-yl}-3,6-dihydro-2H-pyridine-1-carboxamide). As a reaction SMILES: [Cl:1][C:2]1[C:7]([F:8])=[CH:6][CH:5]=[C:4]([Cl:9])[C:3]=1[C@H:10]([O:12][C:13]1[C:14]2[O:22][CH:21]=[C:20]([C:23]3[CH2:24][CH2:25][NH:26][CH2:27][CH:28]=3)[C:15]=2[CH:16]=[N:17][C:18]=1[NH2:19])[CH3:11].C[Si]([N:33]=[C:34]=[O:35])(C)C.CN(C=O)C.CCN(C(C)C)C(C)C>>[NH2:19][C:18]1[N:17]=[CH:16][C:15]2[C:20]([C:23]3[CH2:24][CH2:25][N:26]([C:34]([NH2:33])=[O:35])[CH2:27][CH:28]=3)=[CH:21][O:22][C:14]=2[C:13]=1[O:12][C@@H:10]([C:3]1[C:4]([Cl:9])=[CH:5][CH:6]=[C:7]([F:8])[C:2]=1[Cl:1])[CH3:11]. Procedure details: A mixture of 7-[(R)-1-(2,6-dichloro-3-fluorophenyl)-ethoxy]-3-(1,2,3,6-tetrahydropyridin-4-yl)-furo[3,2-c]pyridin-6-ylamine (9.00 mg, 0.0213 mmol), trimethylsilyl isocyanate (5.31 μL, 0.0392 mmol), DMF (0.5 mL, 0.005 mol), and DIPEA (0.03 mL, 0.2 mmol) was stirred at rt for 3 h. The solution was taken directly for HPLC purification. The fractions containing the pure product were concentrated in vacuo to afford the title compound as a yellow solid. 1H NMR (CD3OD, 400 MHz): δ=1.85-1.92 (m, 3H), 2....